This data is from the Open Reaction Database (ORD), a public repository of structured organic reaction records. The task is: describe an organic reaction: reactants, conditions, products, and yield Starting materials: FC=1C=CC(=C(C1)N1CCN(CC1)C(=O)OC(C)(C)C)[N+](=O)[O-] (t-Butyl 4-(5-fluoro-2-nitrophenyl)piperazine-1-carboxylate), ClC=1C=C(CN)C=CC1 (3-chlorobenzylamine), C(C)(C)N(C(C)C)CC (N,N-diisopropylethylamine). Run in C(C)#N (acetonitrile). The product is ClC=1C=C(CNC=2C=CC(=C(C2)N2CCN(CC2)C(=O)OC(C)(C)C)[N+](=O)[O-])C=CC1 (t-Butyl 4-(5-(3-chlorobenzylamino)-2-nitrophenyl)piperazine-1-carboxylate). Isolated yield 47.7%. RXN SMILES: F[C:2]1[CH:3]=[CH:4][C:5]([N+:21]([O-:23])=[O:22])=[C:6]([N:8]2[CH2:13][CH2:12][N:11]([C:14]([O:16][C:17]([CH3:20])([CH3:19])[CH3:18])=[O:15])[CH2:10][CH2:9]2)[CH:7]=1.[Cl:24][C:25]1[CH:26]=[C:27]([CH:30]=[CH:31][CH:32]=1)[CH2:28][NH2:29].C(N(CC)C(C)C)(C)C>C(#N)C>[Cl:24][C:25]1[CH:26]=[C:27]([CH:30]=[CH:31][CH:32]=1)[CH2:28][NH:29][C:2]1[CH:3]=[CH:4][C:5]([N+:21]([O-:23])=[O:22])=[C:6]([N:8]2[CH2:13][CH2:12][N:11]([C:14]([O:16][C:17]([CH3:20])([CH3:19])[CH3:18])=[O:15])[CH2:10][CH2:9]2)[CH:7]=1. Procedure: t-Butyl 4-(5-fluoro-2-nitrophenyl)piperazine-1-carboxylate (431 mg, 1.3 mmol), 3-chlorobenzylamine (187 mg, 1.3 mmol), N,N-diisopropylethylamine (342 mg, 1.3 mmol) were stirred at 80° C. in dry acetonitrile (25 mL) for 72 h. The solvent was evaporated and the residue was dissolved in dichloromethane and washed with water. The dichloromethane was evaporated and the crude compound was purified by silica chromatography using 25% ethyl acetate in hexanes to afford the title compound (277 mg, 48% yie...